Dataset: the Open Reaction Database (ORD), a public repository of structured organic reaction records. Task: describe an organic reaction: reactants, conditions, products, and yield The reactants are C(C)(=O)NC=1SC(=CN1)Cl (2-acetylamino-5-chlorothiazole), SC1=CC=NC=C1 (4-mercaptopyridine), C([O-])([O-])=O.[K+].[K+] (potassium carbonate). The solvent is CN(C=O)C (N,N-dimethylformamide). Conditions: temperature 120 celsius. Product: C(C)(=O)NC=1SC(=CN1)SC1=CC=NC=C1 (2-acetylamino-5-(4-pyridylthio)thiazole). Yield: 83.5%. RXN SMILES: [C:1]([NH:4][C:5]1[S:6][C:7](Cl)=[CH:8][N:9]=1)(=[O:3])[CH3:2].[SH:11][C:12]1[CH:17]=[CH:16][N:15]=[CH:14][CH:13]=1.C(=O)([O-])[O-].[K+].[K+]>CN(C)C=O>[C:1]([NH:4][C:5]1[S:6][C:7]([S:11][C:12]2[CH:17]=[CH:16][N:15]=[CH:14][CH:13]=2)=[CH:8][N:9]=1)(=[O:3])[CH3:2] |f:2.3.4|. Procedure: A mixture of 2-acetylamino-5-chlorothiazole (5.3 g), 4-mercaptopyridine (3.4 g) and potassium carbonate in N,N-dimethylformamide (50 ml) was heated at 120° C. for 2.5 hours with stirring. The reaction mixture was concentrated under reduced pressure and the residue was triturated with water. The precipitates were collected by filtration, washed with water and dried in vacuo to give 2-acetylamino-5-(4-pyridylthio)thiazole (6.3 g, yield: 83.7%). IR (Nujol): 3150, 1680, 1580, 1300 cm-1 Reactants: C1(=CC=CC=C1)CCCCOC1=CC(=C(C=C1)/C=C/C=1C(=C(C=CC1)C(C)=O)O)F (3'-[(E)-2-[4-(4-phenylbutoxy)-2-fluorophenyl]ethen-1-yl]-2'-hydroxy-acetophenone), C(C(=O)OCC)(=O)OCC (diethyl oxalate). The product is C1(=CC=CC=C1)CCCCOC1=CC(=C(C=C1)/C=C/C1=CC=CC=2C(C=C(OC21)C(=O)OCC)=O)F (Ethyl 8-[(E)-2-[4-(4-phenylbutoxy)-2-fluorophenyl]-ethen-1-yl]-4-oxo-4H-1-benzopyran-2-carboxylate). Reaction SMILES: [C:1]1([CH2:7][CH2:8][CH2:9][CH2:10][O:11][C:12]2[CH:17]=[CH:16][C:15](/[CH:18]=[CH:19]/[C:20]3[C:21]([OH:29])=[C:22]([C:26](=[O:28])[CH3:27])[CH:23]=[CH:24][CH:25]=3)=[C:14]([F:30])[CH:13]=2)[CH:6]=[CH:5][CH:4]=[CH:3][CH:2]=1.[C:31](OCC)(=O)[C:32]([O:34][CH2:35][CH3:36])=[O:33]>>[C:1]1([CH2:7][CH2:8][CH2:9][CH2:10][O:11][C:12]2[CH:17]=[CH:16][C:15](/[CH:18]=[CH:19]/[C:20]3[C:21]4[O:29][C:31]([C:32]([O:34][CH2:35][CH3:36])=[O:33])=[CH:27][C:26](=[O:28])[C:22]=4[CH:23]=[CH:24][CH:25]=3)=[C:14]([F:30])[CH:13]=2)[CH:6]=[CH:5][CH:4]=[CH:3][CH:2]=1. Procedure details: Following the process described in example 1 (point A), starting from 3'-[(E)-2-[4-(4-phenylbutoxy)-2-fluorophenyl]ethen-1-yl]-2'-hydroxy-acetophenone and diethyl oxalate, the title compound was prepared (quantitative yield). The reactants are CCOC(=O)C1CCC(Nc2nccc(-c3cnc4c(OCCCS(C)(=O)=O)cccn34)n2)CC1, C1CCOC1, CCO, O. Product: CS(=O)(=O)CCCOc1cccn2c(-c3ccnc(NC4CCC(C(=O)O)CC4)n3)cnc12. Reaction SMILES: [CH2:1]([CH3:2])[O:3][C:4](=[O:5])[CH:6]1[CH2:7][CH2:8][CH:9]([NH:12][c:13]2[n:14][cH:15][cH:16][c:17](-[c:19]3[cH:20][n:21][c:22]4[n:23]3[cH:24][cH:25][cH:26][c:27]4[O:28][CH2:29][CH2:30][CH2:31][S:32](=[O:33])(=[O:34])[CH3:35])[n:18]2)[CH2:10][CH2:11]1.[CH2:36]1[O:37][CH2:38][CH2:39][CH2:40]1.[CH3:41][CH2:42][OH:43].[OH2:44]>>[O:3]=[C:4]([OH:5])[CH:6]1[CH2:7][CH2:8][CH:9]([NH:12][c:13]2[n:14][cH:15][cH:16][c:17](-[c:19]3[cH:20][n:21][c:22]4[n:23]3[cH:24][cH:25][cH:26][c:27]4[O:28][CH2:29][CH2:30][CH2:31][S:32](=[O:33])(=[O:34])[CH3:35])[n:18]2)[CH2:10][CH2:11]1. Reaction conditions: temperature 120 celsius, time 48 hour. Solvent: C1CCOC1 (THF). The reactants are CN(C1=CC=C(C=C1)NC(=O)NNC(=O)OC)C1=NC(=NC2=CC=CC=C12)C (methyl 2-[({4-[methyl(2-methylquinazolin-4-yl)amino]phenyl}amino)carbonyl]hydrazine carboxylate), C(=O)([O-])[O-].[K+].[K+] (K2CO3), CO (methanol), CO (methanol). The product is CN(C1=CC=C(C=C1)N1C(NNC1=O)=O)C1=NC(=NC2=CC=CC=C12)C (4-{4-[Methyl-(2-methyl-quinazolin-4-yl)-amino]-phenyl}-[1,2,4]triazolidine-3,5-dione). Reaction SMILES: [CH3:1][N:2]([C:18]1[C:27]2[C:22](=[CH:23][CH:24]=[CH:25][CH:26]=2)[N:21]=[C:20]([CH3:28])[N:19]=1)[C:3]1[CH:8]=[CH:7][C:6]([NH:9][C:10]([NH:12][NH:13][C:14](OC)=[O:15])=[O:11])=[CH:5][CH:4]=1.C([O-])([O-])=O.[K+].[K+].CO>C1COCC1>[CH3:1][N:2]([C:18]1[C:27]2[C:22](=[CH:23][CH:24]=[CH:25][CH:26]=2)[N:21]=[C:20]([CH3:28])[N:19]=1)[C:3]1[CH:4]=[CH:5][C:6]([N:9]2[C:10](=[O:11])[NH:12][NH:13][C:14]2=[O:15])=[CH:7][CH:8]=1 |f:1.2.3|. Procedure details: To a solution of methyl 2-[({4-[methyl(2-methylquinazolin-4-yl)amino]phenyl}amino)carbonyl]hydrazine carboxylate 0.150 g (0.4 mmol) in THF 5 mL was added K2CO3 0.138 g (1.0 mol), and the reaction mixture was stirred for 48 h under reflux. Due to the incompletion of the reaction, the reaction was further heated under microwave irradiation at 120° C. for 20 min. The reaction mixture was filtrated with a short silica-get column using methanol, and methanol was evaporated under reduced pressure to o... The reactants are CC(C=C)C1=C(C(=CC=C1C)[N+](=O)[O-])O (2-(1-methyl-2-propenyl)-3-methyl-6-nitrophenol), Br (hydrobromic acid), C(C)(=O)O (acetic acid). Reaction conditions: temperature 113 celsius, time 1 hour. Product: BrC(CCC1=C(C(=CC=C1C)[N+](=O)[O-])O)C (2-(3-bromobutyl)-3-methyl-6-nitrophenol). Reaction SMILES: C[CH:2]([C:5]1[C:10]([CH3:11])=[CH:9][CH:8]=[C:7]([N+:12]([O-:14])=[O:13])[C:6]=1[OH:15])[CH:3]=[CH2:4].[BrH:16].[C:17](O)(=O)C>>[Br:16][CH:4]([CH3:17])[CH2:3][CH2:2][C:5]1[C:10]([CH3:11])=[CH:9][CH:8]=[C:7]([N+:12]([O-:14])=[O:13])[C:6]=1[OH:15]. Procedure: A mixture of 155 ml of the crude 1B, 15 ml of glacial acetic acid and 135 ml of 48% hydrobromic acid was stirred at reflux (113° C.) for five hours, then concentrated at 30 Torr. and 80° C. for one hour. The residue was taken up in 500 ml of ether, dried (MgSO4), and filtered through Celite, and the solvent was evaporated from the filtrate. The residue was column-chromatographed on silica gel, using a 1:24 v:v mixture of THF and hexane as eluent. The product was recrystallized from ether/hexane ... Starting materials: O=C([O-])[O-], COc1cc(C(C#N)(CCCNCCCOc2ccccc2[N+](=O)[O-])C(C)C)cc(OC)c1OC, O=CO, [K+], [K+], O. The product is COc1cc(C(C#N)(CCCN(C)CCCOc2ccccc2[N+](=O)[O-])C(C)C)cc(OC)c1OC. Reaction SMILES: [C:39](=[O:40])([O-:41])[O-:42].[CH:1]([CH3:2])([CH3:3])[C:4]([C:5]#[N:6])([CH2:7][CH2:8][CH2:9][NH:10][CH2:11][CH2:12][CH2:13][O:14][c:15]1[c:16]([N+:21](=[O:22])[O-:23])[cH:17][cH:18][cH:19][cH:20]1)[c:24]1[cH:25][c:26]([O:34][CH3:35])[c:27]([O:32][CH3:33])[c:28]([O:30][CH3:31])[cH:29]1.[CH:36]([OH:37])=[O:38].[K+:43].[K+:44].[OH2:45]>>[CH:1]([CH3:2])([CH3:3])[C:4]([C:5]#[N:6])([CH2:7][CH2:8][CH2:9][N:10]([CH2:11][CH2:12][CH2:13][O:14][c:15]1[c:16]([N+:21](=[O:22])[O-:23])[cH:17][cH:18][cH:19][cH:20]1)[CH3:36])[c:24]1[cH:25][c:26]([O:34][CH3:35])[c:27]([O:32][CH3:33])[c:28]([O:30][CH3:31])[cH:29]1. The reactants are ClC1=C(C=CC(=C1Cl)Cl)C(C)=O (2',3',4'-trichloroacetophenone), [BH4-].[Na+] (sodium borohydride). Solvent: CO (methanol). Reaction conditions: temperature 25 celsius, time 2 hour. Product: ClC1=C(C=CC(=C1Cl)Cl)C(C)O (1-(2,3,4-trichlorophenyl)ethanol). Isolated yield 99.4%. As a reaction SMILES: [Cl:1][C:2]1[C:7]([Cl:8])=[C:6]([Cl:9])[CH:5]=[CH:4][C:3]=1[C:10](=[O:12])[CH3:11].[BH4-].[Na+]>CO>[Cl:1][C:2]1[C:7]([Cl:8])=[C:6]([Cl:9])[CH:5]=[CH:4][C:3]=1[CH:10]([OH:12])[CH3:11] |f:1.2|. Procedure details: In methanol (284 ml)is suspended 2',3',4'-trichloroacetophenone (94.7 g), and thereto is added sodium borohydride (7.6 g) at 15° C.-25° C. The mixture is stirred at 25° C. for two hours, and evaporated to remove the methanol. To the residue is added 2N hydrochloric acid (110 ml), and the mixture is extracted with ethyl acetate. The organic layer is washed with water, dried, and evaporated to remove the solvent to give crude 1-(2,3,4-trichlorophenyl)ethanol (95 g).